Dataset: the Open Reaction Database (ORD), a public repository of structured organic reaction records. Task: describe an organic reaction: reactants, conditions, products, and yield Starting materials: solution, Cl (hydrochloric acid), 1h, C(C)(=O)OCC (Ethyl acetate), C(=O)=O.CC(=O)C (dry ice acetone), solution, C[Si](C)(C)[N-][Si](C)(C)C.[Li+] (lithium bis(trimethylsilyl)amide), FC1=CC=C2CCC(C2=C1)=O (6-fluoro-1-indanone). Run in O1CCCC1 (tetrahydrofuran), O1CCCC1 (tetrahyrofuran). Run at time 15 minute. The product is FC1=CC=C2CCC(C2=C1)(O)CC(=O)OCC (Ethyl 2-(6-Fluoro-1-hydroxy-1-indanyl)acetate). The yield is 65.1%. As a reaction SMILES: [C:1]([O:4][CH2:5][CH3:6])(=[O:3])[CH3:2].C(=O)=O.CC(C)=O.C[Si]([N-][Si](C)(C)C)(C)C.[Li+].[F:24][C:25]1[CH:33]=[C:32]2[C:28]([CH2:29][CH2:30][C:31]2=[O:34])=[CH:27][CH:26]=1.Cl>O1CCCC1>[F:24][C:25]1[CH:33]=[C:32]2[C:28]([CH2:29][CH2:30][C:31]2([CH2:2][C:1]([O:4][CH2:5][CH3:6])=[O:3])[OH:34])=[CH:27][CH:26]=1 |f:1.2,3.4|. Procedure: Ethyl acetate (1.8 g, 20 mmol) was added dropwise to a stirred, chilled (dry ice-acetone bath) 1N solution of lithium bis(trimethylsilyl)amide in tetrahydrofuran (20 mL, Aldrich) under nitrogen. After 15 min, a solution of 6-fluoro-1-indanone (3.0 g, 20 mmol) in tetrahyrofuran (20 mL) was added dropwise and the resulting mixture was stirred for 1h (dry ice-acetone bath). A 1N solution of hydrochloric acid (20 mL) was added and the mixture was allowed to warm to more temperature. The organic phas...